From a dataset of the Open Reaction Database (ORD), a public repository of structured organic reaction records. describe an organic reaction: reactants, conditions, products, and yield Reactants: FC1=C(C=CC=C1)C1=NC(C(N(C2=C1C=C(C=C2)C(C)=NO)C)=O)C (5-(o-fluorophenyl)-1,3-dihydro-7-[1-(hydroxyimino)ethyl]-1,3-dimethyl-2H-1,4-benzodiazepin-2-one), C(C)(=O)C=1C=CC2=C(C(=NC(C(N2)=O)(C)C)C2=C(C=CC=C2)F)C1 (7-acetyl-5-(o-fluorophenyl)-1,3-dihydro-3,3-dimethyl-2H-1,4-benzodiazepin-2-one). The product is FC1=C(C=CC=C1)C1=NC(C(NC2=C1C=C(C=C2)C#N)=O)(C)C (5-(o-fluorophenyl)-2,3-dihydro-3,3-dimethyl-2-oxo-1H-1,4-benzodiazepine-7-carbonitrile). RXN SMILES: [F:1][C:2]1[CH:7]=[CH:6][CH:5]=[CH:4][C:3]=1[C:8]1[C:14]2[CH:15]=[C:16]([C:19](=[N:21]O)C)[CH:17]=[CH:18][C:13]=2[N:12](C)[C:11](=[O:24])[CH:10]([CH3:25])[N:9]=1.[C:26](C1C=CC2NC(=O)C(C)(C)N=C(C3C=CC=CC=3F)C=2C=1)(=O)C>>[F:1][C:2]1[CH:7]=[CH:6][CH:5]=[CH:4][C:3]=1[C:8]1[C:14]2[CH:15]=[C:16]([C:19]#[N:21])[CH:17]=[CH:18][C:13]=2[NH:12][C:11](=[O:24])[C:10]([CH3:26])([CH3:25])[N:9]=1. Procedure details: From 33.74 g (0.169 mol) of 5-(o-fluorophenyl)-2,3-dihydro-3,3-dimethyl-2-oxo-1H-1,4-benzodiazepine-7-carbonitrile there is obtained in analogy to paragraph (h) of Example 1 7-acetyl-5-(o-fluorophenyl)-1,3-dihydro-3,3-dimethyl-2H-1,4-benzodiazepin-2-one of melting point 206°.